This data is from the Open Reaction Database (ORD), a public repository of structured organic reaction records. The task is: describe an organic reaction: reactants, conditions, products, and yield The reactants are Cl.NC(C(C(F)(F)F)O)C(C)C (3-amino-1,1,1-trifluoro-4-methyl-2-pentanol hydrochloride), CN(C=O)C (N,N-dimethylformamide), CN1CCOCC1 (N-methylmorpholine), C(=O)(OC(C)(C)C)N[C@@H](C)C(=O)N[C@@H](C)C(=O)N1[C@H](C(=O)O)CCC1 (Boc-L-alanyl-L-alanyl-L-proline), CN1CCOCC1 (N-methylmorpholine). Reagents/catalysts: C(C(C)C)OC(=O)Cl (isobutylchloroformate). Run in C(C)#N (acetonitrile). Run at temperature -20 celsius, time 4 hour. The product is FC(C(C(C(C)C)NC([C@H]1N(CCC1)C([C@@H](NC([C@@H](NC(=O)OC(C)(C)C)C)=O)C)=O)=O)O)(F)F (1,1,1-Trifluoro-3-[(N-tert-butyloxycarbonylalanyl) alanyl-prolylamino]-4-methylpentane-2-ol). Isolated yield 75.0%. As a reaction SMILES: [C:1]([NH:8][C@H:9]([C:11]([NH:13][C@H:14]([C:16]([N:18]1[CH2:25][CH2:24][CH2:23][C@H:19]1[C:20]([OH:22])=O)=[O:17])[CH3:15])=[O:12])[CH3:10])([O:3][C:4]([CH3:7])([CH3:6])[CH3:5])=[O:2].CN1CCOCC1.Cl.[NH2:34][CH:35]([CH:42]([CH3:44])[CH3:43])[CH:36]([OH:41])[C:37]([F:40])([F:39])[F:38].CN(C)C=O>C(#N)C.C(OC(Cl)=O)C(C)C>[F:38][C:37]([F:39])([F:40])[CH:36]([OH:41])[CH:35]([NH:34][C:20](=[O:22])[C@@H:19]1[CH2:23][CH2:24][CH2:25][N:18]1[C:16](=[O:17])[C@H:14]([CH3:15])[NH:13][C:11](=[O:12])[C@H:9]([CH3:10])[NH:8][C:1]([O:3][C:4]([CH3:6])([CH3:7])[CH3:5])=[O:2])[CH:42]([CH3:43])[CH3:44] |f:2.3|. Procedure: To a solution of Boc-L-alanyl-L-alanyl-L-proline (1.0 g, 2.80 mmol) in dry acetonitrile (25 ml) was added N-methylmorpholine (0.34 ml, 3.06 mmol). The solution was cooled to -20° C. and isobutylchloroformate (0.37 ml, 2.88 nmol) was added dropwise. To this solution, a pre-cooled (-20° C.) mixture of 3-amino-1,1,1-trifluoro-4-methyl-2-pentanol hydrochloride (0.61 g, 2.91 mmol), N,N-dimethylformamide (4 ml) and N-methylmorpholine (0.34, 3.06 mmol) was added. The reaction mixture was stirred at -20... Reactants: OCc1cnc(S)n1Cc1ccccc1, [Na+], [OH-], O, O=[N+]([O-])O. Reaction SMILES: [CH2:1]([c:2]1[cH:3][cH:4][cH:5][cH:6][cH:7]1)[n:8]1[c:9]([SH:15])[n:10][cH:11][c:12]1[CH2:13][OH:14].[Na+:21].[OH-:20].[OH2:22].[OH:16][N+:17](=[O:18])[O-:19]>>[CH2:1]([c:2]1[cH:3][cH:4][cH:5][cH:6][cH:7]1)[n:8]1[cH:9][n:10][cH:11][c:12]1[CH2:13][OH:14]. Product: OCc1cncn1Cc1ccccc1. The reactants are O1C(=CC2=C1C=CC=C2)B(O)O (2-Benzofuran boronic acid), N1(CCCC1)CC1N(CCC1)C(=O)C1=CC=C(C=C1)Br (4-(2-Pyrrolidin-1-ylmethyl-pyrrolidine-1-carbonyl)-phenyl bromide). Product: O1C(=CC=C2C1=CC=C2)C2=C(C=CC=C2)C(=O)N2[C@@H](CCC2)CN2CCCC2 ((4-Benzofuran-2-yl-phenyl)-((S)-2-pyrrolidin-1-ylmethyl-pyrrolidin-1-yl)-methanone). As a reaction SMILES: [O:1]1[C:5]2[CH:6]=[CH:7][CH:8]=[CH:9][C:4]=2[CH:3]=[C:2]1B(O)O.[N:13]1([CH2:18][CH:19]2[CH2:23][CH2:22][CH2:21][N:20]2[C:24]([C:26]2[CH:31]=[CH:30][C:29](Br)=[CH:28][CH:27]=2)=[O:25])[CH2:17][CH2:16][CH2:15][CH2:14]1>>[O:1]1[C:2]2=[CH:3][CH:4]=[CH:9][C:8]2=[CH:7][CH:6]=[C:5]1[C:27]1[CH:28]=[CH:29][CH:30]=[CH:31][C:26]=1[C:24]([N:20]1[CH2:21][CH2:22][CH2:23][C@H:19]1[CH2:18][N:13]1[CH2:17][CH2:16][CH2:15][CH2:14]1)=[O:25]. Procedure details: The title compound is prepared in a manner substantially analogous to Procedure Q starting from 2-Benzofuran boronic acid and 4-(2-Pyrrolidin-1-ylmethyl-pyrrolidine-1-carbonyl)-phenyl bromide to give 52 mg (47%). MS (ES+) 375.2